Dataset: the Open Reaction Database (ORD), a public repository of structured organic reaction records. Task: describe an organic reaction: reactants, conditions, products, and yield Starting materials: C1=CC=C2C(=C1)C(=O)OC23C4=C(C=C(C=C4)[O-])OC5=C3C=CC(=C5)[O-].[Na+].[Na+] (sodium fluorescein), COC=C.C1(\C=C/C(=O)O1)=O (methylvinylether maleic anhydride). Yields the product C=1C=CC(=C(C1)C2=C3C=CC(=O)C=C3OC4=C2C=CC(=C4)O)C(=O)O (fluorescein). As a reaction SMILES: [CH:1]1[CH:6]=[C:5]2[C:7]([O:9][C:10]3([C:20]4[CH:21]=[CH:22][C:23]([O-:25])=[CH:24][C:19]=4[O:18][C:12]4[CH:13]=[C:14]([O-:17])[CH:15]=[CH:16][C:11]3=4)[C:4]2=[CH:3][CH:2]=1)=[O:8].[Na+].[Na+].COC=C.C1(=O)OC(=O)C=C1>>[CH:2]1[CH:1]=[CH:6][C:5]([C:7]([OH:9])=[O:8])=[C:4]([C:10]2[C:11]3[CH:16]=[CH:15][C:14]([OH:17])=[CH:13][C:12]=3[O:18][C:19]3[C:20]=2[CH:21]=[CH:22][C:23]([CH:24]=3)=[O:25])[CH:3]=1 |f:0.1.2,3.4|. Reported procedure: In order to determine the temperature stability and release profile of the nonaqueous drug delivery vehicle suspensions of the present invention microparticulates containing 5% sodium fluorescein were prepared utilizing poly(methylvinylether/maleic anhydride) as the polymer matrix utilizing the manufacturing technique of Example 1 and were suspended in PFD as a 2% w/v suspension utilizing the technique of Example 4. This nonaqueous drug delivery vehicle suspension was divided in half and equal p... The reactants are [Si](C1=CC=CC=C1)(C1=CC=CC=C1)(C(C)(C)C)O[C@@H](C(=O)O)C ((R)-2-(t-butyldiphenylsilyloxy)propanoic acid), NCCC[C@]1(SC(=NN1C([C@H](C)OC)=O)C1=C(C=CC(=C1)F)F)C1=CC=CC=C1 ((S)-1-((S)-2-(3-aminopropyl)-5-(2,5-difluorophenyl)-2-phenyl-1,3,4-thiadiazol-3(2H)-yl)-2-methoxypropan-1-one), NCCC[C@@]1(SC(=NN1C([C@H](C)OC)=O)C1=C(C=CC(=C1)F)F)C1=CC=CC=C1 ((S)-1-((R)-2-(3-aminopropyl)-5-(2,5-difluorophenyl)-2-phenyl-1,3,4-thiadiazol-3(2H)-yl)-2-methoxypropan-1-one). Product: NCCC[C@]1(SC(=NN1C([C@@H](C)OC)=O)C1=C(C=CC(=C1)F)F)C1=CC=CC=C1 ((R)-1-((S)-2-(3-aminopropyl)-5-(2,5-difluorophenyl)-2-phenyl-1,3,4-thiadiazol-3(2H)-yl)-2-methoxypropan-1-one). RXN SMILES: [Si](O[C@H](C)C(O)=O)(C(C)(C)C)(C1C=CC=CC=1)C1C=CC=CC=1.[NH2:24][CH2:25][CH2:26][CH2:27][C@:28]1([C:47]2[CH:52]=[CH:51][CH:50]=[CH:49][CH:48]=2)[N:32]([C:33](=[O:38])[C@@H:34]([O:36][CH3:37])[CH3:35])[N:31]=[C:30]([C:39]2[CH:44]=[C:43]([F:45])[CH:42]=[CH:41][C:40]=2[F:46])[S:29]1.NCCC[C@@]1(C2C=CC=CC=2)N(C(=O)[C@@H](OC)C)N=C(C2C=C(F)C=CC=2F)S1>>[NH2:24][CH2:25][CH2:26][CH2:27][C@:28]1([C:47]2[CH:52]=[CH:51][CH:50]=[CH:49][CH:48]=2)[N:32]([C:33](=[O:38])[C@H:34]([O:36][CH3:37])[CH3:35])[N:31]=[C:30]([C:39]2[CH:44]=[C:43]([F:45])[CH:42]=[CH:41][C:40]=2[F:46])[S:29]1. Reported procedure: Prepared as previously described in Example 71 using (R)-2-(t-butyldiphenylsilyloxy)propanoic acid in place of (S)-2-(t-butyldiphenylsilyloxy)propanoic acid. MS ESI (+) m/z 420 (M+1) detected; 1H NMR (400 MHz, CDCl3) δ 7.52 (m, 1H), 7.46 (d, 2H, J=7 Hz), 7.37 (t, 2H, J=8 Hz), 7.30 (t, 1H, J=7 Hz), 7.13 (m, 2H), 4.71 (q, 1H, J=6 Hz), 3.32 (s, 3H), 3.24 (m, 1H), 2.83 (m, 2H), 2.43 (m, 1H), 1.92 (m, 1H), 1.51 (d, 3H, J=6 Hz), 1.45 (m, 1H). Stereochemistry was assigned by comparison to (S)-1-((S)-2-... Starting materials: C(C)NC(=O)NC1=CC=C(C=C1)C=1N=C(C2=C(N1)CNCC2)N2[C@H](COCC2)C ((S)-1-ethyl-3-(4-(4-(3-methylmorpholino)-5,6,7,8-tetrahydropyrido[3,4-d]pyrimidin-2-yl)phenyl)urea), C(C)(C)N(C(C)C)CC (N,N-Diisopropylethylamine), BrCCO[Si](C)(C)C(C)(C)C ((2-Bromoethoxy)-tert-butyldimethylsilane). Run in C(C)#N (Acetonitrile), CN1C(CCC1)=O (N-Methylpyrrolidinone). Conditions: time 8 hour. Product: C(C)NC(=O)NC1=CC=C(C=C1)C=1N=C(C2=C(N1)CN(CC2)CCO)N2[C@H](COCC2)C ((S)-1-ethyl-3-(4-(7-(2-hydroxyethyl)-4-(3-methylmorpholino)-5,6,7,8-tetrahydropyrido[3,4-d]pyrimidin-2-yl)phenyl)urea). The yield is 52.0%. Reaction SMILES: [CH2:1]([NH:3][C:4]([NH:6][C:7]1[CH:12]=[CH:11][C:10]([C:13]2[N:14]=[C:15]([N:23]3[CH2:28][CH2:27][O:26][CH2:25][C@@H:24]3[CH3:29])[C:16]3[CH2:22][CH2:21][NH:20][CH2:19][C:17]=3[N:18]=2)=[CH:9][CH:8]=1)=[O:5])[CH3:2].C(N(CC)C(C)C)(C)C.Br[CH2:40][CH2:41][O:42][Si](C(C)(C)C)(C)C>C(#N)C.CN1CCCC1=O>[CH2:1]([NH:3][C:4]([NH:6][C:7]1[CH:8]=[CH:9][C:10]([C:13]2[N:14]=[C:15]([N:23]3[CH2:28][CH2:27][O:26][CH2:25][C@@H:24]3[CH3:29])[C:16]3[CH2:22][CH2:21][N:20]([CH2:40][CH2:41][OH:42])[CH2:19][C:17]=3[N:18]=2)=[CH:11][CH:12]=1)=[O:5])[CH3:2]. Procedure details: To a suspension of (S)-1-ethyl-3-(4-(4-(3-methylmorpholino)-5,6,7,8-tetrahydropyrido[3,4-d]pyrimidin-2-yl)phenyl)urea (301 mg, 0.759 mmol) in Acetonitrile (1.3 mL), N-Methylpyrrolidinone (0.44 mL) and N,N-Diisopropylethylamine (0.40 mL, 2.3 mmol) was added (2-Bromoethoxy)-tert-butyldimethylsilane (0.82 mL, 3.8 mmol), and the reaction was kept at 50° C. overnight. LC-MS showed the reaction was completed (desired peak m/z=555 (M+H)). The yellow solution was evaporated to dryness as much as possibl...